Dataset: the Open Reaction Database (ORD), a public repository of structured organic reaction records. Task: describe an organic reaction: reactants, conditions, products, and yield Reactants: FC=1C=C(N)C=CC1F (3,4-difluoroaniline), ClCCC(=O)Cl (3-Chloropropionyl chloride), ice, O (water). Solvent: N1=CC=CC=C1 (pyridine), CC(=O)C (acetone), CCCCCC (n-hexane). Run at temperature 20 celsius, time 1 hour. Product: FC=1C=C(NC(CCCl)=O)C=CC1F (3',4'-Difluoro-3-chloropropionanilide). Isolated yield 95.4%. RXN SMILES: [Cl:1][CH2:2][CH2:3][C:4](Cl)=[O:5].[F:7][C:8]1[CH:9]=[C:10]([CH:12]=[CH:13][C:14]=1[F:15])[NH2:11].O>N1C=CC=CC=1.CC(C)=O.CCCCCC>[F:7][C:8]1[CH:9]=[C:10]([CH:12]=[CH:13][C:14]=1[F:15])[NH:11][C:4](=[O:5])[CH2:3][CH2:2][Cl:1]. Reported procedure: 3-Chloropropionyl chloride (139.16 g) is added with stirring in the course of 1 hour and a half to a solution, heated to a temperature in the region of 55° C., of 3,4-difluoroaniline (125 g) in pyridine (80 cc) and acetone (1.5 liters), and the mixture is maintained at this temperature for 1 hour and a half. After cooling to approximately 20° C., the solution is poured with stirring into a mixture of water (1 liter) and crushed ice (500 g). The temperature is allowed to rise to approximately 20°... Reactants: CC(C)Cc1ccc(C2(C)CO2)cc1, [Cl-], [Cl-], ClCCl, [Mg+2]. The product is CC(C)Cc1ccc(C(C)C=O)cc1. Reaction SMILES: [CH2:1]([CH:2]([CH3:3])[CH3:4])[c:5]1[cH:6][cH:7][c:8]([C:11]2([CH3:14])[CH2:12][O:13]2)[cH:9][cH:10]1.[Cl-:15].[Cl-:17].[Cl:18][CH2:19][Cl:20].[Mg+2:16]>>[CH2:1]([CH:2]([CH3:3])[CH3:4])[c:5]1[cH:6][cH:7][c:8]([CH:11]([CH:12]=[O:13])[CH3:14])[cH:9][cH:10]1.